From a dataset of the Open Reaction Database (ORD), a public repository of structured organic reaction records. describe an organic reaction: reactants, conditions, products, and yield The reactants are Br, C1CCOC1, CO, [H-], Nc1nc(N)c2nc(CBr)cnc2n1, c1ccc(Nc2ccccc2)cc1, [Na+]. The product is Nc1nc(N)c2nc(CN(c3ccccc3)c3ccccc3)cnc2n1. RXN SMILES: [BrH:16].[CH2:33]1[O:34][CH2:35][CH2:36][CH2:37]1.[CH3:31][OH:32].[H-:2].[NH2:17][c:18]1[n:19][c:20]2[n:21][cH:22][c:23]([CH2:29][Br:30])[n:24][c:25]2[c:26]([NH2:28])[n:27]1.[NH:3]([c:4]1[cH:5][cH:6][cH:7][cH:8][cH:9]1)[c:10]1[cH:11][cH:12][cH:13][cH:14][cH:15]1.[Na+:1]>>[N:3]([c:4]1[cH:5][cH:6][cH:7][cH:8][cH:9]1)([c:10]1[cH:11][cH:12][cH:13][cH:14][cH:15]1)[CH2:29][c:23]1[cH:22][n:21][c:20]2[n:19][c:18]([NH2:17])[n:27][c:26]([NH2:28])[c:25]2[n:24]1. The reactants are CCOC(=O)OCC, [Li]CCCC, Cc1cccc(Cl)n1, C1CCOC1. Reaction SMILES: [C:14]([O:15][CH2:16][CH3:17])([O:18][CH2:20][CH3:21])=[O:19].[CH2:1]([Li:2])[CH2:3][CH2:4][CH3:5].[Cl:6][c:7]1[n:8][c:9]([CH3:13])[cH:10][cH:11][cH:12]1.[O:22]1[CH2:23][CH2:24][CH2:25][CH2:26]1>>[Cl:6][c:7]1[n:8][c:9]([CH2:13][C:14]([O:15][CH2:16][CH3:17])=[O:18])[cH:10][cH:11][cH:12]1. Product: CCOC(=O)Cc1cccc(Cl)n1. Starting materials: C(C)(C)C(C#N)C1=CC2=CC=CC=C2C=C1 (α-isopropyl-2-naphthaleneacetonitrile), S(O)(O)(=O)=O (sulfuric acid), O (water). Conditions: temperature 140 celsius. Product: C(C)(C)C(C(=O)O)C1=CC2=CC=CC=C2C=C1 (α-Isopropyl-2-naphthaleneacetic acid). Reaction SMILES: [CH:1]([CH:4]([C:7]1[CH:16]=[CH:15][C:14]2[C:9](=[CH:10][CH:11]=[CH:12][CH:13]=2)[CH:8]=1)[C:5]#N)([CH3:3])[CH3:2].S(=O)(=O)(O)[OH:18].[OH2:22]>>[CH:1]([CH:4]([C:7]1[CH:16]=[CH:15][C:14]2[C:9](=[CH:10][CH:11]=[CH:12][CH:13]=2)[CH:8]=1)[C:5]([OH:18])=[O:22])([CH3:3])[CH3:2]. Procedure: A mixture of α-isopropyl-2-naphthaleneacetonitrile (264.3 g, 1.263 mole), concentrated sulfuric acid (660 ml) and water (660 ml), is heated at 140° C. for 12 hours. The mixture is allowed to cool slowly during which the acid precipitates. The solid is collected by filtration, washed thoroughly with cold water (4 × 500 ml), and dried in a vacuum oven at 50° C. The yield is 281 g (97.6%). The solid is taken up in hexane (750 ml) and benzene (750 ml) and brought to boiling. The cloudy solution on c... Starting materials: ClC=1C=C(C=C(C1OC1=CC(=C(C=C1)OC)C(C)C)Cl)CO ([3,5-Dichloro-4-(3-isopropyl-4-methoxy-phenoxy)-phenyl]-methanol), B(Br)(Br)Br (boron tribromide). Solvent: C(Cl)Cl (methylene chloride). Conditions: time 1 hour. Product: BrCC1=CC(=C(OC2=CC(=C(C=C2)O)C(C)C)C(=C1)Cl)Cl (4-(4-Bromomethyl-2,6-dichloro-phenoxy)-2-isopropyl-phenol). The yield is 68.7%. As a reaction SMILES: [Cl:1][C:2]1[CH:3]=[C:4]([CH2:21]O)[CH:5]=[C:6]([Cl:20])[C:7]=1[O:8][C:9]1[CH:14]=[CH:13][C:12]([O:15]C)=[C:11]([CH:17]([CH3:19])[CH3:18])[CH:10]=1.B(Br)(Br)[Br:24]>C(Cl)Cl>[Br:24][CH2:21][C:4]1[CH:3]=[C:2]([Cl:1])[C:7]([O:8][C:9]2[CH:14]=[CH:13][C:12]([OH:15])=[C:11]([CH:17]([CH3:19])[CH3:18])[CH:10]=2)=[C:6]([Cl:20])[CH:5]=1. Procedure: To a solution of the title compound of Step A (75 mg, 0.22 mmol) in dry methylene chloride (2 ml) at room temperature under nitrogen was added boron tribromide (1M in methylene chloride, 0.44 ml, 0.44 mmol). The reaction mixture was stirred at room temperature for about one hour, quenched with water (5 ml) and extracted with methylene chloride (3×5 ml). The combined organic extracts were dried, filtered, and concentrated. The crude product was purified by preparative TLC (methylene chloride) to ... The reactants are C1(CCCC1)O (cyclopentanol), SCCC(=O)O (3-mercaptopropionic acid), C1(=CC=C(C=C1)S(=O)(=O)O)C (paratoluene sulfonic acid). Reaction conditions: time 8 hour. Yields the product C1(CCCC1)OC(CCS)=O (CYCLOPENTYL-3-MERCAPTOPROPIONATE). Reaction SMILES: [CH:1]1([OH:6])[CH2:5][CH2:4][CH2:3][CH2:2]1.[SH:7][CH2:8][CH2:9][C:10](O)=[O:11].C1(C)C=CC(S(O)(=O)=O)=CC=1>>[CH:1]1([O:6][C:10](=[O:11])[CH2:9][CH2:8][SH:7])[CH2:5][CH2:4][CH2:3][CH2:2]1. Reported procedure: Into a 1 liter reaction flask equipped with heating mantle, stirrer, thermometer and reflux condenser are placed 172 grams of cyclopentanol; 265 grams of 3-mercaptopropionic acid and 0.5 grams of paratoluene sulfonic acid. The reaction mass is heated to reflux and reflux is continued for a period of 8 hours. At the end of the 8 hour period, the reaction mass is fractionally distilled on a 2" splash column yielding the following fractions: